From a dataset of the Open Reaction Database (ORD), a public repository of structured organic reaction records. describe an organic reaction: reactants, conditions, products, and yield Reactants: CC(C)Br, CCCC[N+](CCCC)(CCCC)CCCC, CS(C)=O, [I-], [K+], [OH-], N#CCc1ccc2ccccc2c1. Yields the product CC(C)C(C#N)c1ccc2ccccc2c1. RXN SMILES: [Br:14][CH:15]([CH3:16])[CH3:17].[CH2:25]([N+:26]([CH2:27][CH2:28][CH2:29][CH3:30])([CH2:31][CH2:32][CH2:33][CH3:34])[CH2:35][CH2:36][CH2:37][CH3:38])[CH2:39][CH2:40][CH3:41].[CH3:20][S:21](=[O:22])[CH3:23].[I-:24].[K+:19].[OH-:18].[cH:1]1[c:2]([CH2:11][C:12]#[N:13])[cH:3][cH:4][c:5]2[cH:6][cH:7][cH:8][cH:9][c:10]12>>[cH:1]1[c:2]([CH:11]([C:12]#[N:13])[CH:15]([CH3:16])[CH3:17])[cH:3][cH:4][c:5]2[cH:6][cH:7][cH:8][cH:9][c:10]12. Reactants: O=C1CN(c2ccc(I)cc2OCc2ccccc2)S(=O)(=O)N1, COCCOC, CCOC(C)=O, [Fe+2], [K+], [K+], [K+], O, O=P([O-])([O-])[O-], [Pd], c1ccc(P(c2ccccc2)[c-]2cccc2)cc1, c1ccc(P(c2ccccc2)[c-]2cccc2)cc1, OB(O)c1ccoc1. Product: O=C1CN(c2ccc(-c3ccoc3)cc2OCc2ccccc2)S(=O)(=O)N1. RXN SMILES: [CH2:1]([c:2]1[cH:3][cH:4][cH:5][cH:6][cH:7]1)[O:8][c:9]1[c:10]([N:16]2[CH2:17][C:18](=[O:23])[NH:19][S:20]2(=[O:21])=[O:22])[cH:11][cH:12][c:13]([I:15])[cH:14]1.[CH2:47]([CH2:48][O:49][CH3:50])[O:51][CH3:52].[CH3:40][CH2:41][O:42][C:43]([CH3:44])=[O:45].[Fe+2:90].[K+:37].[K+:38].[K+:39].[OH2:46].[P:32]([O-:33])([O-:34])([O-:35])=[O:36].[Pd:53].[cH:54]1[cH:55][cH:56][c:57]([P:58]([c:59]2[cH:60][cH:61][cH:62][cH:63][cH:64]2)[c-:65]2[cH:66][cH:67][cH:68][cH:69]2)[cH:70][cH:71]1.[cH:72]1[cH:73][cH:74][c:75]([P:76]([c:77]2[cH:78][cH:79][cH:80][cH:81][cH:82]2)[c-:83]2[cH:84][cH:85][cH:86][cH:87]2)[cH:88][cH:89]1.[o:24]1[cH:25][c:26]([B:29]([OH:30])[OH:31])[cH:27][cH:28]1>>[CH2:1]([c:2]1[cH:3][cH:4][cH:5][cH:6][cH:7]1)[O:8][c:9]1[c:10]([N:16]2[CH2:17][C:18](=[O:23])[NH:19][S:20]2(=[O:21])=[O:22])[cH:11][cH:12][c:13](-[c:26]2[cH:25][o:24][cH:28][cH:27]2)[cH:14]1.